From a dataset of the Open Reaction Database (ORD), a public repository of structured organic reaction records. describe an organic reaction: reactants, conditions, products, and yield Reactants: [OH-].[Na+] (sodium hydroxide), BrC1=CC(=C(C=C1C)NC(C)=O)C1=CC=NN1C1CCOCC1 (N-{4-bromo-5-methyl-2-[1-(tetrahydro-2H-pyran-4-yl)-1H-pyrazol-5-yl]phenyl}acetamide), Cl (hydrochloric acid), C(O)([O-])=O.[Na+] (sodium hydrogen carbonate). Solvent: C(C)(=O)OCC (ethyl acetate). Conditions: temperature 120 celsius, time 40 minute. Product: BrC1=CC(=C(N)C=C1C)C1=CC=NN1C1CCOCC1 (4-bromo-5-methyl-2-[1-(tetrahydro-2H-pyran-4-yl)-1H-pyrazol-5-yl]aniline). Isolated yield 95.5%. As a reaction SMILES: [Br:1][C:2]1[C:7]([CH3:8])=[CH:6][C:5]([NH:9]C(=O)C)=[C:4]([C:13]2[N:17]([CH:18]3[CH2:23][CH2:22][O:21][CH2:20][CH2:19]3)[N:16]=[CH:15][CH:14]=2)[CH:3]=1.Cl.C(=O)([O-])O.[Na+].[OH-].[Na+]>C(OCC)(=O)C>[Br:1][C:2]1[C:7]([CH3:8])=[CH:6][C:5]([NH2:9])=[C:4]([C:13]2[N:17]([CH:18]3[CH2:23][CH2:22][O:21][CH2:20][CH2:19]3)[N:16]=[CH:15][CH:14]=2)[CH:3]=1 |f:2.3,4.5|. Reported procedure: A mixture of 3.96 g of N-{4-bromo-5-methyl-2-[1-(tetrahydro-2H-pyran-4-yl)-1H-pyrazol-5-yl]phenyl}acetamide and 18 mL of 12 M hydrochloric acid was stirred at 120° C. for 40 minutes. The reaction mixture was cooled to room temperature, then poured into a mixture of a saturated aqueous sodium hydrogen carbonate solution/ethyl acetate, and adjusted to pH 10 with a 6 M aqueous sodium hydroxide solution. The aqueous layer was separated, and then the organic layer was washed with saturated brine and ... Starting materials: FC1=C(CN)C=C(C=C1)Cl (2-fluoro-5-chlorobenzylamine), COC(C(=O)OC)OC (methyl dimethoxyacetate). Solvent: CCCCCCC (n-heptane). Product: ClC=1C=CC(=C(CNC(C(OC)OC)=O)C1)F (N-(5-Chloro-2-fluorobenzyl)-2,2-dimethoxyacetamide). As a reaction SMILES: [F:1][C:2]1[CH:9]=[CH:8][C:7]([Cl:10])=[CH:6][C:3]=1[CH2:4][NH2:5].[CH3:11][O:12][CH:13]([O:18][CH3:19])[C:14](OC)=[O:15]>CCCCCCC>[Cl:10][C:7]1[CH:8]=[CH:9][C:2]([F:1])=[C:3]([CH:6]=1)[CH2:4][NH:5][C:14](=[O:15])[CH:13]([O:18][CH3:19])[O:12][CH3:11]. Reported procedure: Equimolar amounts of 2-fluoro-5-chlorobenzylamine (10.0 g, 62.5 mmol) and methyl dimethoxyacetate (8.38 g, 62.5 mmol) were heated in a sealed tube at 100° C. for 16 h. After cooling to RT, to the reaction mixture was added n-heptane (40 mL) and cooled at 4° C. overnight. The solid formed was filtered off and dried in vacuo to give the title compound as off-white solid. 1H NMR (CDCl3, 300 MHz): δ=3.40 (s, 6H), 4.52 (d, J=5.8 Hz, 2H), 4.74 (s, 1H), 6.89 (bs, 1H), 7.01 (t, J=8.4 Hz, 1H), 7.20-7.25 ... Starting materials: NC1=NNC=N1 (3-Amino-1H-1,2,4-triazole), CN=C=O (methyl isocyanate). Run in CN(C=O)C (dimethylformamide). Yields the product NC1=NC=NN1C(=O)NC (5-Amino-1-(methylaminocarbonyl)-1H-1,2,4-triazole). Yield: 81.0%. Reaction SMILES: [NH2:1][C:2]1[N:6]=[CH:5][NH:4][N:3]=1.[CH3:7][N:8]=[C:9]=[O:10]>CN(C)C=O>[NH2:1][C:2]1[N:3]([C:9]([NH:8][CH3:7])=[O:10])[N:4]=[CH:5][N:6]=1. Procedure: The synthesis method of Example 1-(3) was applied. 3-Amino-1H-1,2,4-triazole (5.00 g), dimethylformamide (30 ml) and methyl isocyanate (4.0 ml) were used as reagents. The mixture was stirred at room temperature i:or 18 hours and 6.83 g of the resulting solid (yield 81%) was collected by filtration. The obtained solid was recrystallized from ethyl acetate to give colorless transparent crystals. Product: Nc1ccc(Oc2ccnc3cc(C4CCC5(CC4)OCCO5)sc23)c(F)c1. The reactants are CO, [H][H], Nc1ccc(Oc2ccnc3cc(C4=CCC5(CC4)OCCO5)sc23)c(F)c1. Reaction SMILES: [CH3:31][OH:32].[H:29][H:30].[O:1]1[CH2:2][CH2:3][O:4][C:5]12[CH2:6][CH:7]=[C:8]([c:11]1[cH:12][c:13]3[n:14][cH:15][cH:16][c:17]([O:20][c:21]4[c:22]([F:28])[cH:23][c:24]([NH2:25])[cH:26][cH:27]4)[c:18]3[s:19]1)[CH2:9][CH2:10]2>>[O:1]1[CH2:2][CH2:3][O:4][C:5]12[CH2:6][CH2:7][CH:8]([c:11]1[cH:12][c:13]3[n:14][cH:15][cH:16][c:17]([O:20][c:21]4[c:22]([F:28])[cH:23][c:24]([NH2:25])[cH:26][cH:27]4)[c:18]3[s:19]1)[CH2:9][CH2:10]2.